This data is from the Open Reaction Database (ORD), a public repository of structured organic reaction records. The task is: describe an organic reaction: reactants, conditions, products, and yield Starting materials: COC1=C(C=CC=C1)C1=CC=C2C=NC(=NN21)OS(=O)(=O)C(F)(F)F (Trifluoro-methanesulfonic acid 7-(2-methoxy-phenyl)-pyrrolo[2,1-f][1,2,4]triazin-2-yl ester), NC=1C=C2CN(CC2=CC1)CC(=O)N (2-(5-Amino-1,3-dihydro-isoindol-2-yl)-acetamide). The solvent is COC(CC)O (methoxypropanol). Product: COC1=C(C=CC=C1)C1=CC=C2C=NC(=NN21)NC=2C=C1CN(CC1=CC2)CC(=O)N (2-{5-[7-(2-Methoxy-phenyl)-pyrrolo[2,1-f][1,2,4]triazin-2-ylamino]-1,3-dihydro-isoindol-2-yl}-acetamide). RXN SMILES: [CH3:1][O:2][C:3]1[CH:8]=[CH:7][CH:6]=[CH:5][C:4]=1[C:9]1[N:17]2[C:12]([CH:13]=[N:14][C:15](OS(C(F)(F)F)(=O)=O)=[N:16]2)=[CH:11][CH:10]=1.[NH2:26][C:27]1[CH:28]=[C:29]2[C:33](=[CH:34][CH:35]=1)[CH2:32][N:31]([CH2:36][C:37]([NH2:39])=[O:38])[CH2:30]2>COC(O)CC>[CH3:1][O:2][C:3]1[CH:8]=[CH:7][CH:6]=[CH:5][C:4]=1[C:9]1[N:17]2[C:12]([CH:13]=[N:14][C:15]([NH:26][C:27]3[CH:28]=[C:29]4[C:33](=[CH:34][CH:35]=3)[CH2:32][N:31]([CH2:36][C:37]([NH2:39])=[O:38])[CH2:30]4)=[N:16]2)=[CH:11][CH:10]=1. Procedure details: Trifluoro-methanesulfonic acid 7-(2-methoxy-phenyl)-pyrrolo[2,1-f][1,2,4]triazin-2-yl ester (0.111 g, 0.298 mmol) and 2-(5-Amino-1,3-dihydro-isoindol-2-yl)-acetamide (0.077 g, 0.40 mmol) were reacted in an analogous manner to Example 908D at 50° C. for 16 h in methoxypropanol. Pale yellow solid was filtered off, washed with water. Found to be pure product (35 mg, 28%). LCMS=414.9 (M+H), HPLC rt=2.256 min, purity=99%. 1H NMR (400 MHz, (D3C)2SO, δ, ppm): 9.40 (s, 1H), 8.95 (s, 1H), 7.78 (d, J=7.4 ... Starting materials: C(N)(=O)C=1N=C2C3=CC(=C(C=C3OCCN2C1)F)C#CC(C(=O)OC)(C)O (methyl 4-[4-carbamoyl-12-fluoro-9-oxa-3,6-diazatricyclo[8.4.0.0[2,6]]tetradeca-1(14),2,4,10,12-pentaen-13-yl]-2-hydroxy-2-methylbut-3-ynoate), N.CO (NH3 MeOH). Reaction conditions: temperature 25 celsius, time 12 hour. The product is C(N)(=O)C(C#CC=1C(=CC2=C(C3=NC(=CN3CCO2)C(=O)N)C1)F)(C)O ((±)-9-(3-Carbamoyl-3-hydroxy-but-1-ynyl)-8-fluoro-4,5-dihydro-6-oxa-1,3a-diaza-benzo[e]azulene-2-carboxylic acid amide). Reaction SMILES: [C:1]([C:4]1[N:5]=[C:6]2[N:16]([CH:17]=1)[CH2:15][CH2:14][O:13][C:12]1[C:7]2=[CH:8][C:9]([C:19]#[C:20][C:21]([OH:27])([CH3:26])[C:22](OC)=[O:23])=[C:10]([F:18])[CH:11]=1)(=[O:3])[NH2:2].[NH3:28].CO>>[C:22]([C:21]([OH:27])([CH3:26])[C:20]#[C:19][C:9]1[C:10]([F:18])=[CH:11][C:12]2[O:13][CH2:14][CH2:15][N:16]3[C:6](=[N:5][C:4]([C:1]([NH2:2])=[O:3])=[CH:17]3)[C:7]=2[CH:8]=1)(=[O:23])[NH2:28] |f:1.2|. Procedure details: Into a 100-mL round-bottom flask, was placed a solution of methyl 4-[4-carbamoyl-12-fluoro-9-oxa-3,6-diazatricyclo[8.4.0.0[2,6]]tetradeca-1(14),2,4,10,12-pentaen-13-yl]-2-hydroxy-2-methylbut-3-ynoate (300 mg, 0.80 mmol, 1.00 equiv) in NH3/MeOH (30 w/w %, 40 mL). The resulting solution was stirred for 12 h at 25° C. The resulting mixture was concentrated under vacuum. The resulting mixture was washed with 3×10 mL of methanol and 2×5 mL of CH3CN. The trace solvents were removed under reduced press...